This data is from the Open Reaction Database (ORD), a public repository of structured organic reaction records. The task is: describe an organic reaction: reactants, conditions, products, and yield Starting materials: C(C)(C)(C)C=1N=C(SC1)C=1OC2=C(C1)C=C(C=C2)CN2C=C(C1=CC(=CC=C21)OCC(N(C)C)=O)CC(=O)OC (methyl 1-{[2-(4-tert-butylthiazol-2-yl)benzofuran-5-yl]methyl}-5-(N',N'-dimethylcarbamoylmethoxy)indole-3-acetate), [OH-].[Li+] (lithium hydroxide). Solvent: CO (methanol). Conditions: time 8 hour. The product is C(C)(C)(C)C=1N=C(SC1)C=1OC2=C(C1)C=C(C=C2)CN2C=C(C1=CC(=CC=C21)OCC(N(C)C)=O)CC(=O)O (1-{[2-(4-tert-butylthiazol-2-yl)benzofuran-5-yl]methyl}-5-(N',N'-dimethylcarbamoylmethoxy)indole-3-acetic acid). Isolated yield 54.7%. As a reaction SMILES: [C:1]([C:5]1[N:6]=[C:7]([C:10]2[O:11][C:12]3[CH:18]=[CH:17][C:16]([CH2:19][N:20]4[C:28]5[C:23](=[CH:24][C:25]([O:29][CH2:30][C:31](=[O:35])[N:32]([CH3:34])[CH3:33])=[CH:26][CH:27]=5)[C:22]([CH2:36][C:37]([O:39]C)=[O:38])=[CH:21]4)=[CH:15][C:13]=3[CH:14]=2)[S:8][CH:9]=1)([CH3:4])([CH3:3])[CH3:2].[OH-].[Li+]>CO>[C:1]([C:5]1[N:6]=[C:7]([C:10]2[O:11][C:12]3[CH:18]=[CH:17][C:16]([CH2:19][N:20]4[C:28]5[C:23](=[CH:24][C:25]([O:29][CH2:30][C:31](=[O:35])[N:32]([CH3:34])[CH3:33])=[CH:26][CH:27]=5)[C:22]([CH2:36][C:37]([OH:39])=[O:38])=[CH:21]4)=[CH:15][C:13]=3[CH:14]=2)[S:8][CH:9]=1)([CH3:4])([CH3:2])[CH3:3] |f:1.2|. Procedure details: A mixture of methyl 1-{[2-(4-tert-butylthiazol-2-yl)benzofuran-5-yl]methyl}-5-(N',N'-dimethylcarbamoylmethoxy)indole-3-acetate (0.15 g) and 1N-lithium hydroxide (0.52 ml) in methanol (2 ml) was stirred at room temperature for 8 hours. After removal of solvent, the residue was dissolved into water and the solution was acidified with diluted hydrochloric acid. The resulting precipitates were collected by filtration and washed with water to give 1-{[2-(4-tert-butylthiazol-2-yl)benzofuran-5-yl]methy... Reactants: CC(C)(C)OC(=O)NCCO, CCOCC, Cc1ccc(S(=O)(=O)Cl)cc1, c1ccncc1. Yields the product Cc1ccc(S(=O)(=O)CCNC(=O)OC(C)(C)C)cc1. RXN SMILES: [C:7](=[O:8])([O:9][C:10]([CH3:11])([CH3:12])[CH3:13])[NH:14][CH2:15][CH2:16][OH:17].[CH3:29][CH2:30][O:31][CH2:32][CH3:33].[S:18](=[O:19])(=[O:20])([c:21]1[cH:22][cH:23][c:24]([CH3:25])[cH:26][cH:27]1)[Cl:28].[cH:1]1[cH:2][cH:3][n:4][cH:5][cH:6]1>>[C:7](=[O:8])([O:9][C:10]([CH3:11])([CH3:12])[CH3:13])[NH:14][CH2:15][CH2:16][S:18](=[O:19])(=[O:20])[c:21]1[cH:22][cH:23][c:24]([CH3:25])[cH:26][cH:27]1. The reactants are CC(C)[Mg]Cl (2-propyl magnesium chloride), solution, C1(CCCCC1)=O (cyclohexanone), BrC1=CC=C2C(=NC=NN21)N (7-Bromopyrrolo[2,1-f][1,2,4]triazin-4-amine), Cl[Si](C)(C)C (Chlorotrimethylsilane). Run in C1CCOC1 (THF), C1CCOC1 (THF). Reaction conditions: time 3 hour. Product: NC1=NC=NN2C1=CC=C2C2(CCCCC2)O (1-(4-Aminopyrrolo[2,1-f][1,2,4]triazin-7-yl)cyclohexanol). Reaction SMILES: Br[C:2]1[N:10]2[C:5]([C:6]([NH2:11])=[N:7][CH:8]=[N:9]2)=[CH:4][CH:3]=1.Cl[Si](C)(C)C.CC([Mg]Cl)C.[C:22]1(=[O:28])[CH2:27][CH2:26][CH2:25][CH2:24][CH2:23]1>C1COCC1>[NH2:11][C:6]1[C:5]2=[CH:4][CH:3]=[C:2]([C:22]3([OH:28])[CH2:27][CH2:26][CH2:25][CH2:24][CH2:23]3)[N:10]2[N:9]=[CH:8][N:7]=1. Procedure details: 7-Bromopyrrolo[2,1-f][1,2,4]triazin-4-amine (1.20 g, 5.63 mmol) was dissolved in THF (25 mL) under argon at room temperature. Chlorotrimethylsilane (1.43 mL, 11.27 mmol) was added, and the mixture was stirred at room temperature for 3 h. Then, it was cooled to 0° C., 2-propyl magnesium chloride (11.8 mL of a 2.0 M solution in THF, 23.7 mmol) was added, and stirring was maintained for another 3 h while the reaction mixture was allowed to warm to room temperature. Then, cyclohexanone (0.88 mL, 8.4... Reactants: BrCCc1ccccc1, O=Cc1cc(Br)ccc1O, O=C([O-])[O-], CN(C)C=O, [K+], [K+]. The product is O=Cc1cc(Br)ccc1OCCc1ccccc1. As a reaction SMILES: [Br:17][CH2:18][CH2:19][c:20]1[cH:21][cH:22][cH:23][cH:24][cH:25]1.[Br:1][c:2]1[cH:3][cH:4][c:5]([OH:10])[c:6]([CH:7]=[O:8])[cH:9]1.[C:11](=[O:12])([O-:13])[O-:14].[CH3:26][N:27]([CH3:28])[CH:29]=[O:30].[K+:15].[K+:16]>>[Br:1][c:2]1[cH:3][cH:4][c:5]([O:10][CH2:18][CH2:19][c:20]2[cH:21][cH:22][cH:23][cH:24][cH:25]2)[c:6]([CH:7]=[O:8])[cH:9]1. The reactants are CC(C)(C)C(=O)Oc2ccc1ccccc1c2 (substrate), CCC(=O)c1ccccc1 (effective_coupling_partner). The reagents and catalysts are dcypt. Conditions: temperature 150 celsius, time 24 hour. The product is CC(C(=O)c1ccccc1)c3ccc2ccccc2c3. Starting materials: CCC(Br)C(=O)Nc1c(C)cccc1C, O=C1NC(=O)c2ccccc21, [K], CN(C)C=O, O. The product is CCC(C(=O)Nc1c(C)cccc1C)N1C(=O)c2ccccc2C1=O. RXN SMILES: [Br:1][CH:2]([C:3](=[O:4])[NH:5][c:6]1[c:7]([CH3:13])[cH:8][cH:9][cH:10][c:11]1[CH3:12])[CH2:14][CH3:15].[C:16]1(=[O:26])[c:17]2[c:18]([cH:22][cH:23][cH:24][cH:25]2)[C:19](=[O:21])[NH:20]1.[K:27].[O:28]=[CH:29][N:30]([CH3:31])[CH3:32].[OH2:33]>>[CH:2]([C:3](=[O:4])[NH:5][c:6]1[c:7]([CH3:13])[cH:8][cH:9][cH:10][c:11]1[CH3:12])([CH2:14][CH3:15])[N:20]1[C:16](=[O:26])[c:17]2[c:18]([cH:22][cH:23][cH:24][cH:25]2)[C:19]1=[O:21].